This data is from the Open Reaction Database (ORD), a public repository of structured organic reaction records. The task is: describe an organic reaction: reactants, conditions, products, and yield Reactants: ClC=1C=C(COC2=CC=C3CCC(N(C3=C2)C(=O)OC(C)(C)C)=O)C=CC1 (tert-butyl 7-((3-chlorobenzyl)oxy)-2-oxo-3,4-dihydroquinoline-1(2H)-carboxylate), C[Si](C)(C)[N-][Si](C)(C)C.[Li+] (lithium bis(trimethylsilyl)amide), BrCC(=O)OCC (ethyl bromoacetate). Solvent: C1CCOC1 (THF). Reaction conditions: time 8 hour. Yields the product ClC=1C=C(COC2=CC=C3CC(C(N(C3=C2)C(=O)OC(C)(C)C)=O)CC(=O)OCC)C=CC1 (tert-Butyl 7-((3-chlorobenzyl)oxy)-3-(2-ethoxy-2-oxoethyl)-2-oxo-3,4-dihydroquinoline-1(2H)-carboxylate). RXN SMILES: [Cl:1][C:2]1[CH:3]=[C:4]([CH:25]=[CH:26][CH:27]=1)[CH2:5][O:6][C:7]1[CH:16]=[C:15]2[C:10]([CH2:11][CH2:12][C:13](=[O:24])[N:14]2[C:17]([O:19][C:20]([CH3:23])([CH3:22])[CH3:21])=[O:18])=[CH:9][CH:8]=1.C[Si]([N-][Si](C)(C)C)(C)C.[Li+].Br[CH2:39][C:40]([O:42][CH2:43][CH3:44])=[O:41]>C1COCC1>[Cl:1][C:2]1[CH:3]=[C:4]([CH:25]=[CH:26][CH:27]=1)[CH2:5][O:6][C:7]1[CH:16]=[C:15]2[C:10]([CH2:11][CH:12]([CH2:39][C:40]([O:42][CH2:43][CH3:44])=[O:41])[C:13](=[O:24])[N:14]2[C:17]([O:19][C:20]([CH3:23])([CH3:21])[CH3:22])=[O:18])=[CH:9][CH:8]=1 |f:1.2|. Procedure: To a solution of tert-butyl 7-((3-chlorobenzyl)oxy)-2-oxo-3,4-dihydroquinoline-1(2H)-carboxylate (34 g, 0.09 mol) in THF (50.09 mL) was added a solution of lithium bis(trimethylsilyl)amide (1.06 M in THF, 99.24 mL, 0.11 mol) at −78° C. The reaction was stirred at that temperature for 30 minutes after which ethyl bromoacetate (9.70 mL, 0.09 mol) was added. The reaction was allowed to warm to ambient temperature, stirred overnight and quenched into water (250 mL). The aqueous layer was extracted w... Procedure: BF3—SMe2 (24 mL, 228 mmol) was added to a stirred solution of methyl[3,5-dibromo-4-(4-methoxyphenoxy)phenyl]acetate (2.5 g, 5.8 mmol) and dichloromethane (50 mL) at 0° C. The reaction mixture was stirred for 20 hours at room temperature and subsequently quenched with ice water (50 mL). The two layers were separated with a phase separator and the remaining water phase was extracted with ethyl acetate. Filtration through a silica pad gave the crude 3,5-dibromo-4-(4-hydroxyphenoxy)phenylacetic acid... Run at time 20 hour. Solvent: ClCCl (dichloromethane). Reactants: B(F)(F)F.S(C)C (BF3 SMe2), COC(CC1=CC(=C(C(=C1)Br)OC1=CC=C(C=C1)OC)Br)=O (methyl[3,5-dibromo-4-(4-methoxyphenoxy)phenyl]acetate). Product: BrC=1C=C(C=C(C1OC1=CC=C(C=C1)O)Br)CC(=O)O (3,5-dibromo-4-(4-hydroxyphenoxy)phenylacetic acid). As a reaction SMILES: B(F)(F)F.S(C)C.C[O:9][C:10](=[O:29])[CH2:11][C:12]1[CH:17]=[C:16]([Br:18])[C:15]([O:19][C:20]2[CH:25]=[CH:24][C:23]([O:26]C)=[CH:22][CH:21]=2)=[C:14]([Br:28])[CH:13]=1>ClCCl>[Br:18][C:16]1[CH:17]=[C:12]([CH2:11][C:10]([OH:29])=[O:9])[CH:13]=[C:14]([Br:28])[C:15]=1[O:19][C:20]1[CH:21]=[CH:22][C:23]([OH:26])=[CH:24][CH:25]=1 |f:0.1|. The reactants are C(C)(C)(C)OC(=O)N1[C@H](CCC1)C1=CC(=CC=C1)C(=O)OC ((R)-2-(3-methoxycarbonyl-phenyl)-pyrrolidine-1-carboxylic acid tert-butyl ester), [OH-].[Na+] (NaOH). Run in O (water), CO (MeOH). Conditions: temperature -15 celsius. The product is C(C)(C)(C)OC(=O)N1[C@H](CCC1)C1=CC(=CC=C1)C(=O)O ((R)-2-(3-Carboxy-phenyl)-pyrrolidine-1-carboxylic acid tert-butyl ester). Isolated yield 98.4%. Reaction SMILES: [C:1]([O:5][C:6]([N:8]1[CH2:12][CH2:11][CH2:10][C@@H:9]1[C:13]1[CH:18]=[CH:17][CH:16]=[C:15]([C:19]([O:21]C)=[O:20])[CH:14]=1)=[O:7])([CH3:4])([CH3:3])[CH3:2].[OH-].[Na+]>CO.O>[C:1]([O:5][C:6]([N:8]1[CH2:12][CH2:11][CH2:10][C@@H:9]1[C:13]1[CH:18]=[CH:17][CH:16]=[C:15]([C:19]([OH:21])=[O:20])[CH:14]=1)=[O:7])([CH3:4])([CH3:2])[CH3:3] |f:1.2|. Procedure details: To a stifling solution of (R)-2-(3-methoxycarbonyl-phenyl)-pyrrolidine-1-carboxylic acid tert-butyl ester (98.6 g, 319.7 mmol) in MeOH (1000 mL) in a water bath at 15° C. add 10M NaOH aqueous solution (500 mL) portionwise over 5 min (exotherm to 37° C.) and stir the reaction at ambient temp for 20 h. Concentrate the reaction in vacuo at 35° C. to remove MeOH and give a suspension. Dilute the slurry with water (200 mL), cool to −15° C. in a dry ice/iPrOH bath and quench with addition of concentra... Starting materials: P(=O)(Cl)(Cl)Cl (phosphoryl chloride), CN1C=NC=C1 (1-methylimidazole), C1(=CC=CC=C1O)C (cresol). Conditions: time 2 hour. The product is P(OC1=CC=C(C=C1)C)(=O)(Cl)Cl (cresyl phosphorodichloridate). Reaction SMILES: [P:1]([Cl:5])(Cl)([Cl:3])=[O:2].CN1[CH:11]=[CH:10]N=C1.[C:12]1(C)[C:17]([OH:18])=[CH:16][CH:15]=C[CH:13]=1>>[P:1]([Cl:5])([Cl:3])(=[O:2])[O:18][C:17]1[CH:12]=[CH:13][C:10]([CH3:11])=[CH:15][CH:16]=1. Procedure: To a mixture of 225 g. phosphoryl chloride and 1.6 g. 1-methylimidazole there is added 109 g. cresol over a period of 2 hours at a temperature of 105°C. The temperature is held at 105°-110°C. for two hours to afford cresyl phosphorodichloridate. Reactants: CN1C(CCC2=CC(=CC=C12)B1OC(C(O1)(C)C)(C)C)=O (1-methyl-6-(4,4,5,5-tetramethyl-[1,3,2]dioxaborolan-2-yl)-3,4-dihydro-1H-quinolin-2-one), C(C)(C)(C)OC(NCCOC=1C=NC=C(C1)Br)=O ([2-(5-bromo-pyridin-3-yloxy)-ethyl]-carbamic acid tert-butyl ester). Yields the product C(C)(C)(C)OC(NCCOC=1C=NC=C(C1)C=1C=C2CCC(N(C2=CC1)C)=O)=O ({2-[5-(1-Methyl-2-oxo-1,2,3,4-tetrahydro-quinolin-6-yl)-pyridin-3-yloxy]-ethyl}-carbamic acid tert-butyl ester). As a reaction SMILES: [CH3:1][N:2]1[C:11]2[C:6](=[CH:7][C:8](B3OC(C)(C)C(C)(C)O3)=[CH:9][CH:10]=2)[CH2:5][CH2:4][C:3]1=[O:21].[C:22]([O:26][C:27](=[O:39])[NH:28][CH2:29][CH2:30][O:31][C:32]1[CH:33]=[N:34][CH:35]=[C:36](Br)[CH:37]=1)([CH3:25])([CH3:24])[CH3:23]>>[C:22]([O:26][C:27](=[O:39])[NH:28][CH2:29][CH2:30][O:31][C:32]1[CH:33]=[N:34][CH:35]=[C:36]([C:8]2[CH:7]=[C:6]3[C:11](=[CH:10][CH:9]=2)[N:2]([CH3:1])[C:3](=[O:21])[CH2:4][CH2:5]3)[CH:37]=1)([CH3:25])([CH3:23])[CH3:24]. Reported procedure: In analogy to the procedure described for the preparation of intermediate A-3 [C], 1-methyl-6-(4,4,5,5-tetramethyl-[1,3,2]dioxaborolan-2-yl)-3,4-dihydro-1H-quinolin-2-one (intermediate A-1) has been coupled to [2-(5-bromo-pyridin-3-yloxy)-ethyl]-carbamic acid tert-butyl ester (intermediate A-7) to give the title compound as a white solid. MS: 398.1 (M+H+). Starting materials: [BH4-], CC(C)(C)OC(=O)NC1(C(=O)O)CCOCC1, CN1CCOCC1, CO, [Cl-], CC(C)COC(=O)Cl, [Na+], [Na+], C1CCOC1. Product: CC(C)(C)OC(=O)NC1(CO)CCOCC1. RXN SMILES: [BH4-:33].[C:8]([CH3:9])([CH3:10])([CH3:11])[O:12][C:13](=[O:14])[NH:15][C:16]1([C:22](=[O:23])[OH:24])[CH2:17][CH2:18][O:19][CH2:20][CH2:21]1.[CH3:1][N:2]1[CH2:3][CH2:4][O:5][CH2:6][CH2:7]1.[CH3:42][OH:43].[Cl-:36].[Cl:25][C:26]([O:27][CH2:28][CH:29]([CH3:30])[CH3:31])=[O:32].[Na+:34].[Na+:35].[O:37]1[CH2:38][CH2:39][CH2:40][CH2:41]1>>[C:8]([CH3:9])([CH3:10])([CH3:11])[O:12][C:13](=[O:14])[NH:15][C:16]1([CH2:22][OH:23])[CH2:17][CH2:18][O:19][CH2:20][CH2:21]1. Reactants: O (water), [Si](C)(C)(C(C)(C)C)O[C@@H](CC(=O)O)CC(CP(=O)(OC)OC)=O ((R)-3-t-butyldimethylsilyloxy-6-dimethoxyphosphinyl-5-oxohexanoic acid), C1(=CC=C(C=C1)S(=O)(=O)OC)C (methyl p-toluenesulfonate), C([O-])([O-])=O.[K+].[K+] (potassium carbonate). Run in C(C)(=O)OCC (ethyl acetate), CC(=O)C (acetone), CC(=O)C (acetone). Reaction conditions: time 6 hour. The product is [Si](C)(C)(C(C)(C)C)O[C@@H](CC(=O)OC)CC(CP(=O)(OC)OC)=O (methyl (R)-3-t-butyldimethylsilyloxy-6-dimethoxyphosphinyl-5-oxohexanoate). Isolated yield 71.4%. As a reaction SMILES: [Si:1]([O:8][C@H:9]([CH2:14][C:15](=[O:23])[CH2:16][P:17]([O:21][CH3:22])([O:19][CH3:20])=[O:18])[CH2:10][C:11]([OH:13])=[O:12])([C:4]([CH3:7])([CH3:6])[CH3:5])([CH3:3])[CH3:2].[C:24]1(C)C=CC(S(OC)(=O)=O)=CC=1.C(=O)([O-])[O-].[K+].[K+].O>CC(C)=O.C(OCC)(=O)C>[Si:1]([O:8][C@H:9]([CH2:14][C:15](=[O:23])[CH2:16][P:17]([O:19][CH3:20])([O:21][CH3:22])=[O:18])[CH2:10][C:11]([O:13][CH3:24])=[O:12])([C:4]([CH3:5])([CH3:6])[CH3:7])([CH3:3])[CH3:2] |f:2.3.4|. Procedure: 2.58 g (7.0 mmol.) of (R)-3-t-butyldimethylsilyloxy-6-dimethoxyphosphinyl-5-oxohexanoic acid was dissolved in 16 ml of acetone. To the acetone solution were added 6.52 g (35 mmol.) of methyl p-toluenesulfonate and 1.06 g (7.7 mmol.) of potassium carbonate, and the resulting mixture was vigorously stirred for 6 hours at room temperature to give a reaction solution. The reaction solution was mixed with 16 ml of water and then extracted with 20 ml of toluene. The toluene portion was dried over anhy...